From a dataset of the Open Reaction Database (ORD), a public repository of structured organic reaction records. describe an organic reaction: reactants, conditions, products, and yield Starting materials: O=S(=O)(Cl)c1ccc(Br)cc1, CC(C)(C)CO, c1ccncc1. Product: CC(C)(C)COS(=O)(=O)c1ccc(Br)cc1. As a reaction SMILES: [Br:1][c:2]1[cH:3][cH:4][c:5]([S:8](=[O:9])(=[O:10])[Cl:11])[cH:6][cH:7]1.[CH2:12]([C:13]([CH3:14])([CH3:15])[CH3:16])[OH:17].[cH:18]1[cH:19][cH:20][n:21][cH:22][cH:23]1>>[Br:1][c:2]1[cH:3][cH:4][c:5]([S:8](=[O:9])(=[O:10])[O:17][CH2:12][C:13]([CH3:14])([CH3:15])[CH3:16])[cH:6][cH:7]1. Starting materials: C(CCC)N1C(N(C=2N=C(N(C2C1=O)CC=C)C(=O)N)CCCC)=O (1,3-dibutyl-2,6-dioxo-7-(2-propen-1-yl)-2,3,6,7-tetrahydro-1H-purine-8-carboxamide), O=P(Cl)(Cl)Cl (POCl3). Solvent: CN(C)C=O (DMF). The product is C(CCC)N1C(N(C=2N=C(N(C2C1=O)CC=C)C#N)CCCC)=O (1,3-dibutyl-2,6-dioxo-7-(2-propen-1-yl)-2,3,6,7-tetrahydro-1H-purine-8-carbonitrile). The yield is 109.7%. As a reaction SMILES: [CH2:1]([N:5]1[C:13](=[O:14])[C:12]2[N:11]([CH2:15][CH:16]=[CH2:17])[C:10]([C:18]([NH2:20])=O)=[N:9][C:8]=2[N:7]([CH2:21][CH2:22][CH2:23][CH3:24])[C:6]1=[O:25])[CH2:2][CH2:3][CH3:4].O=P(Cl)(Cl)Cl>CN(C=O)C>[CH2:1]([N:5]1[C:13](=[O:14])[C:12]2[N:11]([CH2:15][CH:16]=[CH2:17])[C:10]([C:18]#[N:20])=[N:9][C:8]=2[N:7]([CH2:21][CH2:22][CH2:23][CH3:24])[C:6]1=[O:25])[CH2:2][CH2:3][CH3:4]. Procedure details: A solution of 1,3-dibutyl-2,6-dioxo-7-(2-propen-1-yl)-2,3,6,7-tetrahydro-1H-purine-8-carboxamide (300 mg) in anhydrous DMF (7 ml) at 0° C. was treated dropwise with POCl3 (237 uL). The ice-bath was removed and after 2 hours the mixture was partitioned between water and Et2O. The aqueous layer was re-extracted with Et2O and the combined extracts separated, washed with water (×2), brine, then dried (MgSO4) and concentrated, giving a yellow oil (312 mg). The oil was taken up in cyclohexane and puri... Reactants: CC(C(=O)O)C1=CC(=C(C=C1)SCCCOC=1C=CC=2C(N(OC2C1)CCC)C(F)(F)F)Cl (methyl 3-chloro-4-(3-(2-propyl-3-trifluoromethyl-6-benz-[4,5]-isoxazoloxy)propylthio)phenylacetic acid), [OH-].[Li+] (lithium hydroxide). The solvent is CO (methanol), O (water). Run at temperature 0 celsius. The product is ClC=1C=C(C=CC1SCCCOC=1C=CC=2C(N(OC2C1)CCC)C(F)(F)F)CC(=O)O (3-chloro-4-(3-(2-propyl-3-trifluoromethyl-6-benz-[4,5]-isoxazoloxy)propylthio)phenylacetic acid). As a reaction SMILES: C[CH:2]([C:6]1[CH:11]=[CH:10][C:9]([S:12][CH2:13][CH2:14][CH2:15][O:16][C:17]2[CH:18]=[CH:19][C:20]3[CH:21]([C:29]([F:32])([F:31])[F:30])[N:22]([CH2:26][CH2:27][CH3:28])[O:23][C:24]=3[CH:25]=2)=[C:8]([Cl:33])[CH:7]=1)[C:3]([OH:5])=[O:4].[OH-].[Li+]>CO.O>[Cl:33][C:8]1[CH:7]=[C:6]([CH2:2][C:3]([OH:5])=[O:4])[CH:11]=[CH:10][C:9]=1[S:12][CH2:13][CH2:14][CH2:15][O:16][C:17]1[CH:18]=[CH:19][C:20]2[CH:21]([C:29]([F:31])([F:30])[F:32])[N:22]([CH2:26][CH2:27][CH3:28])[O:23][C:24]=2[CH:25]=1 |f:1.2|. Procedure: A solution of methyl 3-chloro-4-(3-(2-propyl-3-trifluoromethyl-6-benz-[4,5]-isoxazoloxy)propylthio)phenylacetic acid (0.113 grams) in methanol (1.5 mL) was treated with a solution of lithium hydroxide in water (1.01 M; 0.362 mL). The reaction was refluxed 1 hour. The reaction mixture was partitioned between isopropyl acetate and 0.1N HCl. The organic was dried over magnesium sulfate, filtered and concentrated to a solid. The solid was suspended in methylene chloride/cyclohexane (1:1; 2 mL). The ...